describe an organic reaction: reactants, conditions, products, and yield From a dataset of the Open Reaction Database (ORD), a public repository of structured organic reaction records. Reactants: C(C)O (ethanol), CC1=CC=C(S1)CC=1C=C(C=O)C=CC1 (3-(5-methyl-thiophen-2-ylmethyl)-benzaldehyde), [BH4-].[Na+] (sodium borohydride). Solvent: O (Water). Reaction conditions: time 10 minute. Product: CC1=CC=C(S1)CC=1C=C(C=CC1)CO ((3-(5-Methyl-thiophen-2-ylmethyl)-phenyl)-methanol). Yield: 84.9%. RXN SMILES: C(O)C.[CH3:4][C:5]1[S:9][C:8]([CH2:10][C:11]2[CH:12]=[C:13]([CH:16]=[CH:17][CH:18]=2)[CH:14]=[O:15])=[CH:7][CH:6]=1.[BH4-].[Na+]>O>[CH3:4][C:5]1[S:9][C:8]([CH2:10][C:11]2[CH:12]=[C:13]([CH2:14][OH:15])[CH:16]=[CH:17][CH:18]=2)=[CH:7][CH:6]=1 |f:2.3|. Procedure details: To a solution of ethanol (5.0 mL) and 3-(5-methyl-thiophen-2-ylmethyl)-benzaldehyde (350 mg) described in Manufacturing Example 52-2 was added sodium borohydride (120 mg), which was stirred for 10 minutes at room temperature. Water was added to the reaction solution, which was then extracted with ethyl acetate. The solvent was evaporated from the organic layer under a reduced pressure, and the residue was purified by silica gel chromatography (heptane:ethyl acetate=2:1) to obtain the titled comp... The reactants are ClCCl, O=C(O)C(F)(F)F, CC(C)(C)OC(=O)N1CC(Nc2nc(-c3ccc(NC(=O)Nc4ccccc4)cc3)nc(N3CCOCC3)n2)C1. Yields the product O=C(Nc1ccccc1)Nc1ccc(-c2nc(NC3CNC3)nc(N3CCOCC3)n2)cc1. Reaction SMILES: [Cl:48][CH2:49][Cl:50].[F:41][C:42]([F:43])([F:44])[C:45]([OH:46])=[O:47].[O:1]1[CH2:2][CH2:3][N:4]([c:7]2[n:8][c:9]([NH:29][CH:30]3[CH2:31][N:32]([C:34]([O:35][C:36]([CH3:37])([CH3:38])[CH3:39])=[O:40])[CH2:33]3)[n:10][c:11](-[c:13]3[cH:14][cH:15][c:16]([NH:19][C:20]([NH:21][c:22]4[cH:23][cH:24][cH:25][cH:26][cH:27]4)=[O:28])[cH:17][cH:18]3)[n:12]2)[CH2:5][CH2:6]1>>[O:1]1[CH2:2][CH2:3][N:4]([c:7]2[n:8][c:9]([NH:29][CH:30]3[CH2:31][NH:32][CH2:33]3)[n:10][c:11](-[c:13]3[cH:14][cH:15][c:16]([NH:19][C:20]([NH:21][c:22]4[cH:23][cH:24][cH:25][cH:26][cH:27]4)=[O:28])[cH:17][cH:18]3)[n:12]2)[CH2:5][CH2:6]1. Reactants: CSC1=C(C#N)C=CC(=N1)CO[Si](C(C)C)(C(C)C)C(C)C (2-(methylthio)-6-{[(triisopropylsilyl)oxy]methyl}nicotinonitrile), C([O-])([O-])=O.[K+].[K+] (potassium carbonate), O (water), Example 24 ( 24a ), ClC=1C=C(C(=O)O)C=CC1 (m-chlorobenzoic acid). Solvent: C(C)O (ethanol). Product: CS(=O)(=O)C1=C(C#N)C=CC(=N1)CO[Si](C(C)C)(C(C)C)C(C)C (2-(Methylsulfonyl)-6-{[(triisopropylsilyl)oxy]methyl}nicotinonitrile). Yield: 100.0%. RXN SMILES: [CH3:1][S:2][C:3]1[N:10]=[C:9]([CH2:11][O:12][Si:13]([CH:20]([CH3:22])[CH3:21])([CH:17]([CH3:19])[CH3:18])[CH:14]([CH3:16])[CH3:15])[CH:8]=[CH:7][C:4]=1[C:5]#[N:6].ClC1C=C(C=CC=1)C(O)=[O:28].C(=O)([O-])[O-].[K+].[K+].[OH2:39]>C(O)C>[CH3:1][S:2]([C:3]1[N:10]=[C:9]([CH2:11][O:12][Si:13]([CH:17]([CH3:19])[CH3:18])([CH:14]([CH3:16])[CH3:15])[CH:20]([CH3:22])[CH3:21])[CH:8]=[CH:7][C:4]=1[C:5]#[N:6])(=[O:28])=[O:39] |f:2.3.4|. Procedure: To a solution of 2-(methylthio)-6-{[(triisopropylsilyl)oxy]methyl}nicotinonitrile (1.5 g, 4.5 mmol) that was obtained in Example 24 (24a) in ethanol (10 ml) was added m-chlorobenzoic acid (2.3 g, 14 mmol) at 0° C. with stirring, and after raising the reaction temperature to room temperature, the resulting mixture was stirred for 3 hours and then evaporated in vacuo. Subsequently, to a solution of the residue obtained in ether (20 ml) was added a saturated aqueous solution of potassium carbonate ... The reactants are NO (hydroxylamine), BrC1=CC2=C(N(C(=N2)CCC(=O)C2=CC(=CC=C2)F)CC)C=C1 (3-(5-Bromo-1-ethyl-1H-benzoimidazol-2-yl)-1-(3-fluoro-phenyl)-propan-1-one), CN(C)C(N(C)C)N(C)C (tris(dimethylamino)methane). The solvent is CCO (EtOH). Conditions: temperature 60 celsius. The product is BrC1=CC2=C(N(C(=N2)CC=2C(=NOC2)C2=CC(=CC=C2)F)CC)C=C1 (5-Bromo-1-ethyl-2-[3-(3-fluoro-phenyl)-isoxazol-4-ylmethyl]-1H-benzoimidazole). Reaction SMILES: [Br:1][C:2]1[CH:23]=[CH:22][C:5]2[N:6]([CH2:20][CH3:21])[C:7]([CH2:9][CH2:10][C:11]([C:13]3[CH:18]=[CH:17][CH:16]=[C:15]([F:19])[CH:14]=3)=O)=[N:8][C:4]=2[CH:3]=1.[CH3:24]N(C(N(C)C)N(C)C)C.[NH2:34][OH:35]>CCO>[Br:1][C:2]1[CH:23]=[CH:22][C:5]2[N:6]([CH2:20][CH3:21])[C:7]([CH2:9][C:10]3[C:11]([C:13]4[CH:18]=[CH:17][CH:16]=[C:15]([F:19])[CH:14]=4)=[N:34][O:35][CH:24]=3)=[N:8][C:4]=2[CH:3]=1. Procedure details: A mixture of 3-(5-Bromo-1-ethyl-1H-benzoimidazol-2-yl)-1-(3-fluoro-phenyl)-propan-1-one (0.1 g, 0.27 mmol) and tris(dimethylamino)methane (0.077 g, 0.54 mmol) is heated at 60° C. in a sealed tube for 6 hours. The volatile material is removed in vacuo. To the residue is added EtOH (5 mL) and hydroxylamine (1.1 mmol). The mixture is heated at 120° C. for 2 hours. The solvent is removed. To the residue is added NaHCO3 (aq.) (10 mL) and DCM (30 mL). The organic layer is separated and the aqueous lay... Reactants: C(C)OC(COC1=C(C=C(C=C1)OC(C)C=1C(=NC(=CC1)C1=CC(=CC=C1)C(F)(F)F)C)C)=O ([rac]-(2-methyl-4-{1-[2-methyl-6-(3-trifluoromethyl-phenyl)-pyridin-3-yl]-ethoxy}-phenoxy)-acetic acid ethyl ester), ClC(C)C=1C(=NC(=CC1)C1=CC(=CC=C1)C(F)(F)F)C ([rac]-3-(1-chloro-ethyl)-2-methyl-6-(3-trifluoromethyl-phenyl)-pyridine), ClC(CCC)C=1C(=NC(=CC1)C1=CC=C(C=C1)C(F)(F)F)C ([rac]-3-(1-chloro-butyl)-2-methyl-6-(4-trifluoromethyl-phenyl)-pyridine). The product is CC1=C(OCC(=O)O)C=CC(=C1)OC(C)C=1C(=NC(=CC1)C1=CC(=CC=C1)C(F)(F)F)C ([rac]-(2-Methyl-4-{1-[2-methyl-6-(3-trifluoromethyl-phenyl)-pyridin-3-yl]-ethoxy}-phenoxy)-acetic acid). RXN SMILES: C([O:3][C:4](=[O:34])[CH2:5][O:6][C:7]1[CH:12]=[CH:11][C:10]([O:13][CH:14]([C:16]2[C:17]([CH3:32])=[N:18][C:19]([C:22]3[CH:27]=[CH:26][CH:25]=[C:24]([C:28]([F:31])([F:30])[F:29])[CH:23]=3)=[CH:20][CH:21]=2)[CH3:15])=[CH:9][C:8]=1[CH3:33])C.ClC(C1C(C)=NC(C2C=CC=C(C(F)(F)F)C=2)=CC=1)C.ClC(C1C(C)=NC(C2C=CC(C(F)(F)F)=CC=2)=CC=1)CCC>>[CH3:33][C:8]1[CH:9]=[C:10]([O:13][CH:14]([C:16]2[C:17]([CH3:32])=[N:18][C:19]([C:22]3[CH:27]=[CH:26][CH:25]=[C:24]([C:28]([F:31])([F:30])[F:29])[CH:23]=3)=[CH:20][CH:21]=2)[CH3:15])[CH:11]=[CH:12][C:7]=1[O:6][CH2:5][C:4]([OH:34])=[O:3]. Procedure details: A] The title compound was prepared in analogy to example 46, via [rac]-(2-methyl-4-{1-[2-methyl-6-(3-trifluoromethyl-phenyl)-pyridin-3-yl]-ethoxy}-phenoxy)-acetic acid ethyl ester, but using in step A] [rac]-3-(1-chloro-ethyl)-2-methyl-6-(3-trifluoromethyl-phenyl)-pyridine (example 3C]) instead of [rac]-3-(1-chloro-butyl)-2-methyl-6-(4-trifluoromethyl-phenyl)-pyridine as colorless solid. Procedure: Prepared according to the described general procedure 2 (GP2) by reaction of ethyl 4-amino-4-(2-ethoxy-6-fluorophenyl)-2-methylbutanoate with commercially available 3-(trifluoromethoxy)benzaldehyde. Subsequent purification by preparative HPLC afforded the target compound. LC-MS (conditions A): tR=0.97 min.; [M+H]+: 411.84 g/mol. Product: C(C)OC1=C(C(=CC=C1)F)C1CC(C(N1CC1=CC(=CC=C1)OC(F)(F)F)=O)C (5-(2-ethoxy-6-fluorophenyl)-3-methyl-1-(3-(trifluoromethoxy)benzyl)pyrrolidin-2-one). The reactants are NC(CC(C(=O)OCC)C)C1=C(C=CC=C1F)OCC (ethyl 4-amino-4-(2-ethoxy-6-fluorophenyl)-2-methylbutanoate), FC(OC=1C=C(C=O)C=CC1)(F)F (3-(trifluoromethoxy)benzaldehyde). RXN SMILES: [NH2:1][CH:2]([C:11]1[C:16]([F:17])=[CH:15][CH:14]=[CH:13][C:12]=1[O:18][CH2:19][CH3:20])[CH2:3][CH:4]([CH3:10])[C:5]([O:7]CC)=O.[F:21][C:22]([F:33])([F:32])[O:23][C:24]1[CH:25]=[C:26]([CH:29]=[CH:30][CH:31]=1)[CH:27]=O>>[CH2:19]([O:18][C:12]1[CH:13]=[CH:14][CH:15]=[C:16]([F:17])[C:11]=1[CH:2]1[N:1]([CH2:27][C:26]2[CH:29]=[CH:30][CH:31]=[C:24]([O:23][C:22]([F:21])([F:32])[F:33])[CH:25]=2)[C:5](=[O:7])[CH:4]([CH3:10])[CH2:3]1)[CH3:20]. Starting materials: C[C@H](CC)O ((R)-(-)2-butanol), BrC1=CC=C(C=C1)S(=O)(=O)Cl (1-bromo-4-benzenesulfonyl chloride), N1=CC=CC=C1 (pyridine), ClCCl (dichloromethane). Procedure details: A mixture of 8.2 g of (R)-(-)2-butanol, 31.5 g of 1-bromo-4-benzenesulfonyl chloride, 1.0 g of N,N-dimethyl-4-pyridinamine, 55.5 ml of pyridine and 293 ml of dichloromethane was stirred for 3 days at room temperature. After the addition of water, stirring was continued for 1 hour. The reaction mixture was washed twice with a diluted hydrochloric acid solution and once with water, dried, filtered and evaporated in vacuo. The residue was purified by column chromatography over silica gel using tric... As a reaction SMILES: [CH3:1][C@@H:2]([OH:5])[CH2:3][CH3:4].[Br:6][C:7]1[CH:12]=[CH:11][C:10]([S:13](Cl)(=[O:15])=[O:14])=[CH:9][CH:8]=1.N1C=CC=CC=1.ClCCl>CN(C)C1C=CN=CC=1.O>[CH3:1][C@@H:2]([OH:5])[CH2:3][CH3:4].[Br:6][C:7]1[CH:12]=[CH:11][C:10]([S:13]([O-:15])(=[O:5])=[O:14])=[CH:9][CH:8]=1 |f:6.7|. Conditions: time 3 day. The solvent is O (water). Yield: 67.0%. The product is C[C@H](CC)O.BrC1=CC=C(C=C1)S(=O)(=O)[O-] ((R)-2-butanol 4-bromobenzenesulfonate). The reagents and catalysts are CN(C1=CC=NC=C1)C (N,N-dimethyl-4-pyridinamine).